Dataset: the Open Reaction Database (ORD), a public repository of structured organic reaction records. Task: describe an organic reaction: reactants, conditions, products, and yield The reactants are CC(C)Br, CC(C)(C)[O-], CS(C)=O, [K+], O, CCOC(=O)c1oc(C)cc1O. Product: CCOC(=O)c1oc(C)cc1OC(C)C. Reaction SMILES: [Br:19][CH:20]([CH3:21])[CH3:22].[CH3:1][C:2]([CH3:3])([CH3:4])[O-:5].[CH3:24][S:25](=[O:26])[CH3:27].[K+:6].[OH2:23].[OH:7][c:8]1[c:9]([C:14](=[O:15])[O:16][CH2:17][CH3:18])[o:10][c:11]([CH3:13])[cH:12]1>>[CH3:1][CH:2]([CH3:3])[O:7][c:8]1[c:9]([C:14](=[O:15])[O:16][CH2:17][CH3:18])[o:10][c:11]([CH3:13])[cH:12]1. Starting materials: C(=O)NC=1SC=C(N1)C(C(=O)NC1[C@@H]2N(C(=CCS2)C(=O)O)C1=O)=NOC(CCC)CCCC (7-[2-(2-Formamidothiazol-4-yl)-4-n-octyloxyiminoacetamido]-3-cephem-4-carboxylic acid), Cl (hydrochloric acid), O1CCCC1 (tetrahydrofuran). Run in CO (methanol). The product is NC=1SC=C(N1)C(C(=O)NC1[C@@H]2N(C(=CCS2)C(=O)O)C1=O)=NOCCCCCCCC (7-[2-(2-aminothiazol-4-yl)-2-n-octyloxyiminoacetamido]-3-cephem-4-carboxylic acid). RXN SMILES: C([NH:3][C:4]1[S:5][CH:6]=[C:7]([C:9](=[N:25][O:26]C(CCCC)CCC)[C:10]([NH:12][CH:13]2[C:23](=[O:24])[N:15]3[C:16]([C:20]([OH:22])=[O:21])=[CH:17][CH2:18][S:19][C@H:14]23)=[O:11])[N:8]=1)=O.Cl.O1[CH2:40][CH2:39][CH2:38][CH2:37]1>CO>[NH2:3][C:4]1[S:5][CH:6]=[C:7]([C:9](=[N:25][O:26][CH2:37][CH2:38][CH2:39][CH2:40][CH2:6][CH2:7][CH2:9][CH3:10])[C:10]([NH:12][CH:13]2[C:23](=[O:24])[N:15]3[C:16]([C:20]([OH:22])=[O:21])=[CH:17][CH2:18][S:19][C@H:14]23)=[O:11])[N:8]=1. Reported procedure: 7-[2-(2-Formamidothiazol-4-yl)-4-n-octyloxyiminoacetamido]-3-cephem-4-carboxylic acid (syn isomer, 8.0 g.), conc. hydrochloric acid (6.23 g.), tetrahydrofuran (15 ml.) and methanol (120 ml.) were treated in a similar manner to that of Example 21-(3) to give 7-[2-(2-aminothiazol-4-yl)-2-n-octyloxyiminoacetamido]-3-cephem-4-carboxylic acid (syn isomer, 6.95 g.). Starting materials: ClC=1C=NC=C(C1C=O)Cl (3,5-dichloro-pyridine-4-carbaldehyde), O.[SH-].[Na+] (sodium hydrosulfide hydrate), [BH4-].[Na+] (NaBH4). Solvent: CN(C)C=O (DMF). Reaction conditions: temperature 0 celsius, time 15 minute. The product is ClC=1C=NC=C(C1CO)S ((3-Chloro-5-mercapto-pyridin-4-yl)-methanol). RXN SMILES: [Cl:1][C:2]1[CH:3]=[N:4][CH:5]=[C:6](Cl)[C:7]=1[CH:8]=[O:9].O.[SH-:12].[Na+].[BH4-].[Na+]>CN(C=O)C>[Cl:1][C:2]1[CH:3]=[N:4][CH:5]=[C:6]([SH:12])[C:7]=1[CH2:8][OH:9] |f:1.2.3,4.5|. Procedure: Under argon atmosphere a mixture of 3,5-dichloro-pyridine-4-carbaldehyde (3.00 g, 17.05 mmol) and sodium hydrosulfide hydrate (flakes 70%, 1.37 g, 17.05 mmol) in DMF (20 mL) was stirred at 0° C. for 15 min. NaBH4 (8.52 g, 17.05 mmol) was added. After 30 min at 0° C. the solution was filtered and the solvent was removed in vacuo. The resulting title compound was used for the next reaction without purification. MS (m/z): 176.0 [M+H+]. Starting materials: O (Water), CS(=O)(=O)Cl (Methanesulfonyl chloride), O1C(CCCC1)OCC#CCO (4-(tetrahydro-pyran-2-yloxy)-but-2-yn-1-ol), TEA, [Na+].[Cl-] (NaCl). Solvent: C(Cl)Cl (DCM). Conditions: time 5 minute. Yields the product S(C)(=O)(=O)OCC#CCOC1OCCCC1 (4-(tetrahydro-pyran-2-yloxy)-but-2-ynyl mesylate). Isolated yield 55.0%. As a reaction SMILES: [CH3:1][S:2](Cl)(=[O:4])=[O:3].[O:6]1[CH2:11][CH2:10][CH2:9][CH2:8][CH:7]1[O:12][CH2:13][C:14]#[C:15][CH2:16][OH:17].O.[Na+].[Cl-]>C(Cl)Cl>[S:2]([O:17][CH2:16][C:15]#[C:14][CH2:13][O:12][CH:7]1[CH2:8][CH2:9][CH2:10][CH2:11][O:6]1)(=[O:4])(=[O:3])[CH3:1] |f:3.4|. Procedure: Methanesulfonyl chloride (1.0 mL, 12.80 mmol) was added dropwise to a stirred solution of 4-(tetrahydro-pyran-2-yloxy)-but-2-yn-1-ol (1.9232 g, 11.30 mmol) and TEA (2.5 mL, 17.85 mmol) in DCM (40 mL) at ° C. for five minutes. And then the resulting mixture was stirred at room temperature for 5.5 hours. Water (20 mL) was added, followed by addition of saturated aqueous NaCl solution (70 mL). The organic phase was separated and washed again with brine (60 mL), dried over Na2SO4, concentrated. The ... Starting materials: CC(C)C1(C(=O)NCc2cc(C(F)(F)F)ccc2OC(C)(C)C)C=CC(=O)C1, CO, [H][H]. Yields the product CC(C)C1(C(=O)NCc2cc(C(F)(F)F)ccc2OC(C)(C)C)CCC(=O)C1. RXN SMILES: [C:1]([CH3:2])([CH3:3])([CH3:4])[O:5][c:6]1[c:7]([CH2:8][NH:9][C:10](=[O:11])[C:12]2([CH:18]([CH3:19])[CH3:20])[CH:13]=[CH:14][C:15](=[O:17])[CH2:16]2)[cH:21][c:22]([C:25]([F:26])([F:27])[F:28])[cH:23][cH:24]1.[CH3:31][OH:32].[H:29][H:30]>>[C:1]([CH3:2])([CH3:3])([CH3:4])[O:5][c:6]1[c:7]([CH2:8][NH:9][C:10](=[O:11])[C:12]2([CH:18]([CH3:19])[CH3:20])[CH2:13][CH2:14][C:15](=[O:17])[CH2:16]2)[cH:21][c:22]([C:25]([F:26])([F:27])[F:28])[cH:23][cH:24]1. Reactants: BrC1=C(C=CC=C1C)C1=NN=C2N1C=CC=C2 (3-(2-bromo-3-methylphenyl)-[1,2,4]triazolo[4,3-a]pyridine), O1CCN(CC1)C=1C(=NC2=CC=C(C=C2C1)B1OC(C(O1)(C)C)(C)C)N (3-morpholino-6-(4,4,5,5-tetramethyl-1,3,2-dioxaborolan-2-yl)quinolin-2-amine), C1(CCCCC1)P(C1=C(C=CC=C1)C1=C(C=C(C=C1CCC)CCC)CCC)C1CCCCC1 (2-(dicyclohexylphosphino)-2′,4′,6′,-tri-1-propyl-1,1′-biphenyl), P(=O)([O-])([O-])[O-].[K+].[K+].[K+] (potassium phosphate). The reagents and catalysts are C=1C=CC(=CC1)/C=C/C(=O)/C=C/C2=CC=CC=C2.C=1C=CC(=CC1)/C=C/C(=O)/C=C/C2=CC=CC=C2.C=1C=CC(=CC1)/C=C/C(=O)/C=C/C2=CC=CC=C2.[Pd].[Pd] (Pd2(dba)3). Conditions: temperature 140 celsius. The product is N=1N=C(N2C1C=CC=C2)C2=C(C(=CC=C2)C)C=2C=C1C=C(C(=NC1=CC2)N)N2CCOCC2 (6-(2-([1,2,4]triazolo[4,3-a]pyridin-3-yl)-6-methylphenyl)-3-morpholinoquinolin-2-amine). As a reaction SMILES: Br[C:2]1[C:7]([CH3:8])=[CH:6][CH:5]=[CH:4][C:3]=1[C:9]1[N:13]2[CH:14]=[CH:15][CH:16]=[CH:17][C:12]2=[N:11][N:10]=1.[O:18]1[CH2:23][CH2:22][N:21]([C:24]2[C:25]([NH2:43])=[N:26][C:27]3[C:32]([CH:33]=2)=[CH:31][C:30](B2OC(C)(C)C(C)(C)O2)=[CH:29][CH:28]=3)[CH2:20][CH2:19]1.C1(P(C2CCCCC2)C2C=CC=CC=2C2C(CCC)=CC(CCC)=CC=2CCC)CCCCC1.P([O-])([O-])([O-])=O.[K+].[K+].[K+]>C1C=CC(/C=C/C(/C=C/C2C=CC=CC=2)=O)=CC=1.C1C=CC(/C=C/C(/C=C/C2C=CC=CC=2)=O)=CC=1.C1C=CC(/C=C/C(/C=C/C2C=CC=CC=2)=O)=CC=1.[Pd].[Pd]>[N:11]1[N:10]=[C:9]([C:3]2[CH:4]=[CH:5][CH:6]=[C:7]([CH3:8])[C:2]=2[C:30]2[CH:31]=[C:32]3[C:27](=[CH:28][CH:29]=2)[N:26]=[C:25]([NH2:43])[C:24]([N:21]2[CH2:20][CH2:19][O:18][CH2:23][CH2:22]2)=[CH:33]3)[N:13]2[CH:14]=[CH:15][CH:16]=[CH:17][C:12]=12 |f:3.4.5.6,7.8.9.10.11|. Reported procedure: A mixture of 3-(2-bromo-3-methylphenyl)-[1,2,4]triazolo[4,3-a]pyridine (0.32 g, 1.111 mmol), 3-morpholino-6-(4,4,5,5-tetramethyl-1,3,2-dioxaborolan-2-yl)quinolin-2-amine (0.17 g, 0.479 mmol, prepared as in Example 2, Step 1-2), 2-(dicyclohexylphosphino)-2′,4′,6′,-tri-1-propyl-1,1′-biphenyl (0.046 g, 0.096 mmol), potassium phosphate, anhydrous (0.198 mL, 2.393 mmol), and Pd2(dba)3 (0.044 g, 0.048 mmol) was purged with N2 followed by the addition of degassed dioxane (2 mL) and water (1.0 mL). The ... Reactants: α,α′-azoisobutyronitrile, S(=S)(=O)([O-])[O-].[Na+].[Na+] (sodium thiosulfate), ClC1=C(C(=O)O)C(=CC=C1)CC (2-chloro-6-ethylbenzoic acid), BrBr (bromine). Solvent: ClC1=CC=CC=C1 (chlorobenzene), ClC1=CC=CC=C1 (chlorobenzene). Reaction conditions: temperature 90 celsius, time 1 hour. Yields the product ClC=1C=CC=C2C(OC(C12)=O)C (7-chloro-3-methyl-3H-isobenzofuran-1-one). Reaction SMILES: [Cl:1][C:2]1[CH:10]=[CH:9][CH:8]=[C:7]([CH2:11][CH3:12])[C:3]=1[C:4]([OH:6])=[O:5].BrBr.S([O-])([O-])(=O)=S.[Na+].[Na+]>ClC1C=CC=CC=1>[Cl:1][C:2]1[CH:10]=[CH:9][CH:8]=[C:7]2[C:3]=1[C:4](=[O:6])[O:5][CH:11]2[CH3:12] |f:2.3.4|. Procedure details: 5.00 g (0.027 mol) of 2-chloro-6-ethylbenzoic acid in 120 ml of chlorobenzene are introduced into a reaction vessel and heated to 90° C. 0.1 g of α,α′-azoisobutyronitrile is then added, followed by 5.04 g (0.03154 mol) of bromine in 25 ml of chlorobenzene, which is metered in the course of 10 minutes. The reaction mixture is then stirred for 1 hour at 90° C. to complete the reaction. After the reaction mixture has cooled to 20° C., it is washed with 50 ml of sodium thiosulfate solution (0.1 mol)...